From a dataset of the Open Reaction Database (ORD), a public repository of structured organic reaction records. describe an organic reaction: reactants, conditions, products, and yield Starting materials: Cn1ccc(NC(=O)c2cc(O)c3c(c2)OC(C(F)F)C3)n1, CS(=O)(=O)c1ccc(F)cc1. Product: Cn1ccc(NC(=O)c2cc(Oc3ccc(S(C)(=O)=O)cc3)c3c(c2)OC(C(F)F)C3)n1. Reaction SMILES: [CH3:12][n:13]1[n:14][c:15]([NH:18][C:19](=[O:20])[c:21]2[cH:22][c:23]3[c:24]([c:31]([OH:33])[cH:32]2)[CH2:25][CH:26]([CH:28]([F:29])[F:30])[O:27]3)[cH:16][cH:17]1.[CH3:1][S:2](=[O:3])(=[O:4])[c:5]1[cH:6][cH:7][c:8]([F:11])[cH:9][cH:10]1>>[CH3:1][S:2](=[O:3])(=[O:4])[c:5]1[cH:6][cH:7][c:8]([O:33][c:31]2[c:24]3[c:23]([cH:22][c:21]([C:19]([NH:18][c:15]4[n:14][n:13]([CH3:12])[cH:17][cH:16]4)=[O:20])[cH:32]2)[O:27][CH:26]([CH:28]([F:29])[F:30])[CH2:25]3)[cH:9][cH:10]1. Reactants: ClC1=CC=C2C(=C1)NC(C21C(NCC1CC(C)(C)C)C1=C(C(=CC=C1)Cl)F)=O (rac-(2′S,3′S,4′S)-6-chloro-2′-(3-chloro-2-fluoro-phenyl)-4′-(2,2-dimethyl-propyl)-1H-spiro[indole-3,3′-pyrrolidin]-2-one), C(=O)(O)[O-].[Na+] (NaHCO3), C1(=CC=CC=C1)C (toluene), C(=O)(Cl)Cl (phosgene). Solvent: ClCCl (dichloromethane), ClCCl (dichloromethane). Reaction conditions: time 30 minute. The product is ClC1=CC=C2C(=C1)NC(C21C(N(CC1CC(C)(C)C)C(=O)Cl)C1=C(C(=CC=C1)Cl)F)=O (rac-(2′S,3′S,4′S)-6-chloro-2′-(3-chloro-2-fluoro-phenyl)-4′-(2,2-dimethyl-propyl)-2-oxo-1,2-dihydro-spiro[indole-3,3′-pyrrolidine]-1′-carbonyl chloride). RXN SMILES: [Cl:1][C:2]1[CH:7]=[C:6]2[NH:8][C:9](=[O:28])[C:10]3([CH:14]([CH2:15][C:16]([CH3:19])([CH3:18])[CH3:17])[CH2:13][NH:12][CH:11]3[C:20]3[CH:25]=[CH:24][CH:23]=[C:22]([Cl:26])[C:21]=3[F:27])[C:5]2=[CH:4][CH:3]=1.C([O-])(O)=O.[Na+].C1(C)C=CC=CC=1.[C:41](Cl)([Cl:43])=[O:42]>ClCCl>[Cl:1][C:2]1[CH:7]=[C:6]2[NH:8][C:9](=[O:28])[C:10]3([CH:14]([CH2:15][C:16]([CH3:18])([CH3:19])[CH3:17])[CH2:13][N:12]([C:41]([Cl:43])=[O:42])[CH:11]3[C:20]3[CH:25]=[CH:24][CH:23]=[C:22]([Cl:26])[C:21]=3[F:27])[C:5]2=[CH:4][CH:3]=1 |f:1.2|. Reported procedure: To a solution of rac-(2′S,3′S,4′S)-6-chloro-2′-(3-chloro-2-fluoro-phenyl)-4′-(2,2-dimethyl-propyl)-1H-spiro[indole-3,3′-pyrrolidin]-2-one prepared in Example 6 (0.12 g, 0.28 mmol) in dichloromethane (3 mL) was added saturated aqueous NaHCO3 solution (3 mL). The temperature of the mixture was lowered to 0° C., and a toluene solution (Aldrich, 20%) of phosgene (0.27 mL, 0.51 mmol) was added dropwise via a syringe. The reaction mixture was stirred at room temperature for 30 min, then diluted dichlo...